From a dataset of the Open Reaction Database (ORD), a public repository of structured organic reaction records. describe an organic reaction: reactants, conditions, products, and yield The reactants are CCOC(=O)CBr, CC(C)(C)OC(=O)Nc1c(F)cccc1[N+](=O)[O-], C1CCOC1, CC(C)(C)[O-], [K+]. Yields the product CCOC(=O)CN(C(=O)OC(C)(C)C)c1c(F)cccc1[N+](=O)[O-]. RXN SMILES: [Br:25][CH2:26][C:27](=[O:28])[O:29][CH2:30][CH3:31].[C:7]([CH3:8])([CH3:9])([CH3:10])[O:11][C:12](=[O:13])[NH:14][c:15]1[c:16]([F:24])[cH:17][cH:18][cH:19][c:20]1[N+:21](=[O:22])[O-:23].[CH2:32]1[O:33][CH2:34][CH2:35][CH2:36]1.[CH3:1][C:2]([CH3:3])([O-:4])[CH3:5].[K+:6]>>[C:7]([CH3:8])([CH3:9])([CH3:10])[O:11][C:12](=[O:13])[N:14]([c:15]1[c:16]([F:24])[cH:17][cH:18][cH:19][c:20]1[N+:21](=[O:22])[O-:23])[CH2:26][C:27](=[O:28])[O:29][CH2:30][CH3:31]. Starting materials: COC=1C=C2CCC(C(C2=CC1)=O)(CC(F)(F)F)CC(=O)OCC (Ethyl 2-(6-methoxy-1-oxo-2-(2,2,2-trifluoroethyl)-1,2,3,4-tetrahydronaphthalen-2-yl)acetate). Solvent: Br (HBr). Yields the product OC=1C=C2CCC(C(C2=CC1)=O)(CC(F)(F)F)CC(=O)O (2-(6-Hydroxy-1-oxo-2-(2,2,2-trifluoroethyl)-1,2,3,4-tetrahydronaphthalen-2-yl)acetic acid). The yield is 91.3%. Reaction SMILES: C[O:2][C:3]1[CH:4]=[C:5]2[C:10](=[CH:11][CH:12]=1)[C:9](=[O:13])[C:8]([CH2:19][C:20]([O:22]CC)=[O:21])([CH2:14][C:15]([F:18])([F:17])[F:16])[CH2:7][CH2:6]2>Br>[OH:2][C:3]1[CH:4]=[C:5]2[C:10](=[CH:11][CH:12]=1)[C:9](=[O:13])[C:8]([CH2:19][C:20]([OH:22])=[O:21])([CH2:14][C:15]([F:16])([F:17])[F:18])[CH2:7][CH2:6]2. Procedure details: Aqueous HBr (100 mL) was added to 1D (10 g, 29 mmol), and the reaction mixture was refluxed overnight. The reaction mixture was then brought to room temperature and extracted with ethyl acetate (2×100 mL). The organic layer was dried over sodium sulfate and filtered. The filtrate was removed under reduced pressure to afford crude compound (8 g) as a solid, which was carried on to the next step without further purification. 1H NMR (400 MHz, DMSO-d6): δ 12.4 (s, 1H), 10.4 (s, 1H), 7.76 (d, J=8.0 H... The reactants are FC=1C=C(N)C=CC1 (3-fluoroaniline), C[Si](C)(CC[Si](C)(C)Cl)Cl (1,1,4,4-tetramethyl-1,4-dichlorodisilethylene), C(C)(C)NC(C)C (diisopropylamine). The solvent is O1CCCC1 (tetrahydrofuran), O1CCCC1 (tetrahydrofuran), O1CCCC1 (tetrahydrofuran), hexanes. Reaction conditions: temperature -78 celsius, time 45 minute. The product is FC=1C=C(C=CC1)N1[Si](CC[Si]1(C)C)(C)C (1-(3-Fluorophenyl)-2,2,5,5-tetramethyl-1-aza-2,5-disilacyclopentane). RXN SMILES: C(NC(C)C)(C)C.[F:8][C:9]1[CH:10]=[C:11]([CH:13]=[CH:14][CH:15]=1)[NH2:12].[CH3:16][Si:17](Cl)([CH2:19][CH2:20][Si:21](Cl)([CH3:23])[CH3:22])[CH3:18]>O1CCCC1>[F:8][C:9]1[CH:10]=[C:11]([N:12]2[Si:21]([CH3:23])([CH3:22])[CH2:20][CH2:19][Si:17]2([CH3:18])[CH3:16])[CH:13]=[CH:14][CH:15]=1. Reported procedure: A solution of freshly distilled diisopropylamine (22.9 mL) in dry tetrahydrofuran (175 mL) at -78° C. under N2 is treated with n-butylithium (1.6 M in hexanes, 109 mL) dropwise over 15 minutes, and the resulting mixture is stirred at -78° C. for 45 minutes and is then added over ten minutes via cannula to a solution of 3-fluoroaniline (8.00 mL) in dry tetrahydrofuran (166 mL) at -78° C. under N2. The resulting reaction mixture is stirred at -78° C. for 50 minutes and is then treated with a solut... Starting materials: CCOc1cc(C(C)(C)C)ncc1C1=NC(C)(c2ccc(Cl)cc2)C(C)(c2ccc(Cl)cc2)N1C(=O)N1CC2C(C1)C2C(=O)O, NCCO. The product is CCOc1cc(C(C)(C)C)ncc1C1=NC(C)(c2ccc(Cl)cc2)C(C)(c2ccc(Cl)cc2)N1C(=O)N1CC2C(C1)C2C(=O)NCCO. As a reaction SMILES: [C:1]([CH3:2])([CH3:3])([CH3:4])[c:5]1[cH:6][c:7]([O:43][CH2:44][CH3:45])[c:8]([C:11]2=[N:15][C:14]([CH3:16])([c:17]3[cH:18][cH:19][c:20]([Cl:23])[cH:21][cH:22]3)[C:13]([CH3:24])([c:25]3[cH:26][cH:27][c:28]([Cl:31])[cH:29][cH:30]3)[N:12]2[C:32](=[O:33])[N:34]2[CH2:35][CH:36]3[CH:37]([C:40](=[O:41])[OH:42])[CH:38]3[CH2:39]2)[cH:9][n:10]1.[NH2:46][CH2:47][CH2:48][OH:49]>>[C:1]([CH3:2])([CH3:3])([CH3:4])[c:5]1[cH:6][c:7]([O:43][CH2:44][CH3:45])[c:8]([C:11]2=[N:15][C:14]([CH3:16])([c:17]3[cH:18][cH:19][c:20]([Cl:23])[cH:21][cH:22]3)[C:13]([CH3:24])([c:25]3[cH:26][cH:27][c:28]([Cl:31])[cH:29][cH:30]3)[N:12]2[C:32](=[O:33])[N:34]2[CH2:35][CH:36]3[CH:37]([C:40](=[O:42])[NH:46][CH2:47][CH2:48][OH:49])[CH:38]3[CH2:39]2)[cH:9][n:10]1. Starting materials: ClC1=C(C=O)C=C(C=N1)CC (2-Chloro-5-ethylnicotinaldehyde), N1C=NC=C1 (imidazole), C1(C=CCC1)=O (2-cyclopenten-1-one). Solvent: CO (MeOH), O (water), CO (MeOH). The product is ClC1=NC=C(C=C1C(C=1C(CCC1)=O)O)CC (2-[(2-Chloro-5-ethyl pyridine-3-yl)(hydroxy)methyl]cyclopent-2-en-1-one). The yield is 97.0%. As a reaction SMILES: [Cl:1][C:2]1[N:9]=[CH:8][C:7]([CH2:10][CH3:11])=[CH:6][C:3]=1[CH:4]=[O:5].N1C=CN=C1.[C:17]1(=[O:22])[CH2:21][CH2:20][CH:19]=[CH:18]1>CO.O>[Cl:1][C:2]1[C:3]([CH:4]([OH:5])[C:18]2[C:17](=[O:22])[CH2:21][CH2:20][CH:19]=2)=[CH:6][C:7]([CH2:10][CH3:11])=[CH:8][N:9]=1. Reported procedure: The clear solution of 2-Chloro-5-ethylnicotinaldehyde (10 mmol, 1.69) and imidazole (10 mmol, 0.68 g) in 50 ml. of MeOH was slowly charged with 50 ml. of deionized water. To a stirred homogeneous reaction mixture was added 2-cyclopenten-1-one (10.2 mmol., 0.88 g) at room temperature and reaction progress was monitored by TLC. Upon completion of the reaction, excess MeOH was removed under reduced pressure, washed with water and extracted with CHCl3 thrice. Combined organic layers were washed with... Starting materials: FC(F)(Br)Br, C#CCO[Si](C)(C)C(C)(C)C, C1CCOC1, [Li]CCCC. Product: CC(C)(C)[Si](C)(C)OCC#CC(F)(F)Br. As a reaction SMILES: [Br:17][C:18]([F:19])([F:20])[Br:21].[C:1]([CH3:2])([CH3:3])([CH3:4])[Si:5]([O:6][CH2:7][C:8]#[CH:9])([CH3:10])[CH3:11].[CH2:22]1[O:23][CH2:24][CH2:25][CH2:26]1.[CH3:12][CH2:13][CH2:14][CH2:15][Li:16]>>[C:1]([CH3:2])([CH3:3])([CH3:4])[Si:5]([O:6][CH2:7][C:8]#[C:9][C:18]([Br:17])([F:19])[F:20])([CH3:10])[CH3:11].